Dataset: the Open Reaction Database (ORD), a public repository of structured organic reaction records. Task: describe an organic reaction: reactants, conditions, products, and yield Starting materials: C(C)(=O)OC(C)=O (acetic anhydride), C(=O)O (formic acid), FC=1C(=C(C=CC1)C(C)=O)NC (3'-Fluoro-2' (methylamino)acetophenone). Conditions: time 135 minute. The product is C(C)(=O)C1=C(N(C=O)C)C(=CC=C1)F (2'-acetyl-6'-fluoro-N-methylformanilide). As a reaction SMILES: C(OC(=O)C)(=O)C.[F:8][C:9]1[C:10]([NH:18][CH3:19])=[C:11]([C:15](=[O:17])[CH3:16])[CH:12]=[CH:13][CH:14]=1.[CH:20]([OH:22])=O>>[C:15]([C:11]1[CH:12]=[CH:13][CH:14]=[C:9]([F:8])[C:10]=1[N:18]([CH3:19])[CH:20]=[O:22])(=[O:17])[CH3:16]. Procedure: A mixture of acetic anhydride (27 ml) and formic acid (18.4 ml) was stirred at 50° for 135 minutes and then cooled to ambient temperature. 3'-Fluoro-2' (methylamino)acetophenone (20.48 g) was then added and the solution stirred overnight. Excess acetic formic anhydride was removed under reduced pressure at 30° and the residue then cooled to 5°. Water (92 ml) followed by aqueous sodium hydroxide (specific gravity 1.5) were then added dropwise to pH 7 whilst maintaining the temperature below 5°. T... Starting materials: CC1=NOC(=N1)CC=1C=C(C=CC1)CC(=O)OC(C)(C)C (tert-butyl 2-(3-((3-methyl-1,2,4-oxadiazol-5-yl)methyl)phenyl)acetate), Cl (HCl). The solvent is O1CCOCC1 (dioxane), O1CCOCC1 (dioxane). Run at time 2 hour. Product: CC1=NOC(=N1)CC=1C=C(C=CC1)CC(=O)O (2-(3-((3-methyl-1,2,4-oxadiazol-5-yl)methyl)phenyl)acetic acid). Isolated yield 40.1%. Reaction SMILES: [CH3:1][C:2]1[N:6]=[C:5]([CH2:7][C:8]2[CH:9]=[C:10]([CH2:14][C:15]([O:17]C(C)(C)C)=[O:16])[CH:11]=[CH:12][CH:13]=2)[O:4][N:3]=1.Cl>O1CCOCC1>[CH3:1][C:2]1[N:6]=[C:5]([CH2:7][C:8]2[CH:9]=[C:10]([CH2:14][C:15]([OH:17])=[O:16])[CH:11]=[CH:12][CH:13]=2)[O:4][N:3]=1. Reported procedure: To a mixture of tert-butyl 2-(3-((3-methyl-1,2,4-oxadiazol-5-yl)methyl)phenyl)acetate 1099 (0.127 g, 0.44 mmol) in dioxane (3 mL) was added 4N HCl in dioxane (1 mL) and stirred under an atmosphere of argon for 2 hours. The volatiles were removed under reduced pressure and the residue diluted with water (5 mL) and the pH adjusted to 12 with 2.5 N NaOH. The mixture was washed with dichloromethane (4×2 mL) and the pH adjusted to 6 with 1 N HCl. The mixture was extracted with EtOAc (3×2 mL) and the ... Reactants: CC(=O)O, CN(C)CCOc1cc(N)c([N+](=O)[O-])cc1F, [OH-], [OH-], [Pd+2]. Product: CN(C)CCOc1cc(N)c(N)cc1F. Reaction SMILES: [CH3:18][C:19](=[O:20])[OH:21].[CH3:1][N:2]([CH2:3][CH2:4][O:5][c:6]1[c:7]([F:16])[cH:8][c:9]([N+:13]([O-:14])=[O:15])[c:10]([NH2:12])[cH:11]1)[CH3:17].[OH-:22].[OH-:23].[Pd+2:24]>>[CH3:1][N:2]([CH2:3][CH2:4][O:5][c:6]1[c:7]([F:16])[cH:8][c:9]([NH2:13])[c:10]([NH2:12])[cH:11]1)[CH3:17]. The reactants are COc1cc2c(-c3ccc(OC(=O)OC(C)(C)C)cc3)nc3[nH]nc(C)c3c2cc1OCC1CCN(C)CC1, Cl, O=C(O)C(F)(F)F, C1COCCO1. Yields the product Cl, COc1cc2c(-c3ccc(O)cc3)nc3[nH]nc(C)c3c2cc1OCC1CCN(C)CC1. Reaction SMILES: [C:8](=[O:9])([O:10][C:11]([CH3:12])([CH3:13])[CH3:46])[O:14][c:15]1[cH:16][cH:17][c:18](-[c:21]2[n:22][c:23]3[c:24]([c:25]4[cH:26][c:27]([O:33][CH2:34][CH:35]5[CH2:36][CH2:37][N:38]([CH3:41])[CH2:39][CH2:40]5)[c:28]([O:31][CH3:32])[cH:29][c:30]24)[c:42]([CH3:45])[n:43][nH:44]3)[cH:19][cH:20]1.[ClH:47].[F:1][C:2]([F:3])([F:4])[C:5]([OH:6])=[O:7].[O:48]1[CH2:49][CH2:50][O:51][CH2:52][CH2:53]1>>[ClH:47].[OH:14][c:15]1[cH:16][cH:17][c:18](-[c:21]2[n:22][c:23]3[c:24]([c:25]4[cH:26][c:27]([O:33][CH2:34][CH:35]5[CH2:36][CH2:37][N:38]([CH3:41])[CH2:39][CH2:40]5)[c:28]([O:31][CH3:32])[cH:29][c:30]24)[c:42]([CH3:45])[n:43][nH:44]3)[cH:19][cH:20]1. Starting materials: BrC1=C(C=C(C=C1)F)I (1-bromo-4-fluoro-2-iodobenzene), N#N.CCO (nitrogen EtOH), R-(+)-propylene oxide, solution, [Li]C(C)CC (sec-BuLi), C1CCCCC1 (cyclohexane), solution, B(F)(F)F (BF3), C(C)OCC (diethyl ether). The solvent is C1CCOC1 (THF), C1CCOC1 (THF). Run at temperature -105 celsius, time 10 minute. Product: BrC1=C(C=C(C=C1)F)C[C@@H](C)O ((2R)-1-(2-bromo-5-fluorophenyl)propan-2-ol). Yield: 35.0%. Reaction SMILES: [Br:1][C:2]1[CH:7]=[CH:6][C:5]([F:8])=[CH:4][C:3]=1I.N#N.[CH3:12][CH2:13][OH:14].[Li][CH:16](CC)C.C1CCCCC1.B(F)(F)F.C(OCC)C>C1COCC1>[Br:1][C:2]1[CH:7]=[CH:6][C:5]([F:8])=[CH:4][C:3]=1[CH2:12][C@H:13]([OH:14])[CH3:16] |f:1.2|. Procedure details: A solution of 1-bromo-4-fluoro-2-iodobenzene (6.02 g, 20 mmol) in 100 mL of anhydrous THF was cooled to −100° C. (liquid nitrogen/EtOH) under nitrogen. Then 1.4M solution of sec-BuLi in cyclohexane (15 mL, 21 mmol) was added dropwise at −100° C. to −90° C. The mixture was stirred at −100° C. to −90° C. for 10 min, then a solution of R-(+)-propylene oxide (1.51 g, 1.8 mL, 26 mmol) in 15 mL of THF was added dropwise at −100° C. to −90° C., then the mixture was cooled to −105° C. and a 46.5% soluti... Reactants: C(C)SC1=C(C=CC(=C1)F)C1=NC=2C(=NC=C(C2)C(F)(F)F)N1C (2-(2-ethylsulfanyl-4-fluorophenyl)-3-methyl-6-trifluoromethyl-3H-imidazo[4,5-b]pyridine), ClC1=CC(=CC=C1)C(=O)OO (3-chloroperbenzoic acid), C(O)([O-])=O.[Na+] (sodium hydrogen carbonate), S(=S)(=O)([O-])[O-].[Na+].[Na+] (sodium thiosulfate). Run in C(Cl)(Cl)Cl (chloroform). Reaction conditions: time 30 minute. Yields the product C(C)S(=O)C1=C(C=CC(=C1)F)C1=NC=2C(=NC=C(C2)C(F)(F)F)N1C (2-(2-ethylsulfinyl-4-fluorophenyl)-3-methyl-6-trifluoromethyl-3H-imidazo[4,5-b]pyridine). RXN SMILES: [CH2:1]([S:3][C:4]1[CH:9]=[C:8]([F:10])[CH:7]=[CH:6][C:5]=1[C:11]1[N:23]([CH3:24])[C:14]2=[N:15][CH:16]=[C:17]([C:19]([F:22])([F:21])[F:20])[CH:18]=[C:13]2[N:12]=1)[CH3:2].ClC1C=CC=C(C(OO)=[O:33])C=1.C(=O)([O-])O.[Na+].S([O-])([O-])(=O)=S.[Na+].[Na+]>C(Cl)(Cl)Cl>[CH2:1]([S:3]([C:4]1[CH:9]=[C:8]([F:10])[CH:7]=[CH:6][C:5]=1[C:11]1[N:23]([CH3:24])[C:14]2=[N:15][CH:16]=[C:17]([C:19]([F:22])([F:20])[F:21])[CH:18]=[C:13]2[N:12]=1)=[O:33])[CH3:2] |f:2.3,4.5.6|. Reported procedure: To a mixture of 2-(2-ethylsulfanyl-4-fluorophenyl)-3-methyl-6-trifluoromethyl-3H-imidazo[4,5-b]pyridine (0.85 g) and chloroform (12 ml), 3-chloroperbenzoic acid (purity: not less than 65%, 0.81) was added under ice-cooling, heated to room temperature, and stirred for 30 minutes. Into the reaction mixture, saturated aqueous sodium hydrogen carbonate solution and saturated aqueous sodium thiosulfate solution were poured, and extracted with chloroform. The organic layer was dried over magnesium sul... Reactants: FC(C)(F)C1=CC=C(O1)CN1N=C(C=C1)N (1-[5-(1,1-difluoro-ethyl)-furan-2-ylmethyl]-1H-pyrazol-3-ylamine), CC=1OC(=C(N1)C(=O)O)C=1C=C(C=CC1)C (2-methyl-5-m-tolyl-oxazole-4-carboxylic acid), 05b. Yields the product FC(C)(F)C1=CC=C(O1)CN1N=C(C=C1)NC(=O)C=1N=C(OC1C=1C=C(C=CC1)C)C (2-Methyl-5-m-tolyl-oxazole-4-carboxylic acid {1-[5-(1,1-difluoro-ethyl)-furan-2-ylmethyl]-1H-pyrazol-3-yl}-amide). As a reaction SMILES: [F:1][C:2]([C:5]1[O:9][C:8]([CH2:10][N:11]2[CH:15]=[CH:14][C:13]([NH2:16])=[N:12]2)=[CH:7][CH:6]=1)([F:4])[CH3:3].[CH3:17][C:18]1[O:19][C:20]([C:26]2[CH:27]=[C:28]([CH3:32])[CH:29]=[CH:30][CH:31]=2)=[C:21]([C:23](O)=[O:24])[N:22]=1>>[F:4][C:2]([C:5]1[O:9][C:8]([CH2:10][N:11]2[CH:15]=[CH:14][C:13]([NH:16][C:23]([C:21]3[N:22]=[C:18]([CH3:17])[O:19][C:20]=3[C:26]3[CH:27]=[C:28]([CH3:32])[CH:29]=[CH:30][CH:31]=3)=[O:24])=[N:12]2)=[CH:7][CH:6]=1)([F:1])[CH3:3]. Procedure: Following general procedure B, starting from 1-[5-(1,1-difluoro-ethyl)-furan-2-ylmethyl]-1H-pyrazol-3-ylamine and 2-methyl-5-m-tolyl-oxazole-4-carboxylic acid. LC-MS-conditions 05b: tR=1.21 min; [M+H]+=427.09. The solvent is C1CCOC1 (THF). Isolated yield 26.5%. Procedure details: Acetic acid (0.081 mL, 1.41 mmol) was added to 1-(4-{1-[3-(trifluoromethyl)-7,8-dihydro[1,2,4]triazolo[4,3-b]pyridazin-6-yl]piperidin-4-yl}phenoxy)propan-2-one (595 mg, 1.41 mmol), N-acetylpiperazine (199 mg, 1.55 mmol) and a catalytic amount of MgSO4 in THF (5 mL). The resulting mixture was stirred at ambient temperature for 1 hour, then sodium triacetoxyborohydride (359 mg, 1.69 mmol) was added and stirring was continued for a further 16 hours. The reaction mixture was concentrated, diluted wi... Reaction SMILES: C(O)(=O)C.[F:5][C:6]([F:34])([F:33])[C:7]1[N:11]2[N:12]=[C:13]([N:16]3[CH2:21][CH2:20][CH:19]([C:22]4[CH:32]=[CH:31][C:25]([O:26][CH2:27][C:28](=O)[CH3:29])=[CH:24][CH:23]=4)[CH2:18][CH2:17]3)[CH2:14][CH2:15][C:10]2=[N:9][N:8]=1.[C:35]([N:38]1[CH2:43][CH2:42][NH:41][CH2:40][CH2:39]1)(=[O:37])[CH3:36].[O-]S([O-])(=O)=O.[Mg+2].C(O[BH-](OC(=O)C)OC(=O)C)(=O)C.[Na+]>C1COCC1>[C:35]([N:38]1[CH2:43][CH2:42][N:41]([CH:28]([CH3:29])[CH2:27][O:26][C:25]2[CH:24]=[CH:23][C:22]([CH:19]3[CH2:20][CH2:21][N:16]([C:13]4[CH2:14][CH2:15][C:10]5[N:11]([C:7]([C:6]([F:34])([F:33])[F:5])=[N:8][N:9]=5)[N:12]=4)[CH2:17][CH2:18]3)=[CH:32][CH:31]=2)[CH2:40][CH2:39]1)(=[O:37])[CH3:36] |f:3.4,5.6|. Starting materials: C(C)(=O)O (Acetic acid), FC(C1=NN=C2N1N=C(CC2)N2CCC(CC2)C2=CC=C(OCC(C)=O)C=C2)(F)F (1-(4-{1-[3-(trifluoromethyl)-7,8-dihydro[1,2,4]triazolo[4,3-b]pyridazin-6-yl]piperidin-4-yl}phenoxy)propan-2-one), C(C)(=O)N1CCNCC1 (N-acetylpiperazine), [O-]S(=O)(=O)[O-].[Mg+2] (MgSO4), C(C)(=O)O[BH-](OC(C)=O)OC(C)=O.[Na+] (sodium triacetoxyborohydride). Reaction conditions: time 1 hour. Product: C(C)(=O)N1CCN(CC1)C(COC1=CC=C(C=C1)C1CCN(CC1)C=1CCC=2N(N1)C(=NN2)C(F)(F)F)C (racemic 6-(4-{4-[2-(4-acetylpiperazin-1-yl)propoxy]phenyl}piperidin-1-yl)-3-(trifluoromethyl)-7,8-dihydro[1,2,4]triazolo[4,3-b]pyridazine). Reactants: [BH3-]C#N.[Na+] (NaCNBH3), NC1=NNC2=NC=NC(=C21)NC2=CC(=CC=C2)Cl (3-amino-4-(3-chlorophenylamino)-1H-pyrazolo[3,4-d]pyrimidine), CCCCCC=O (capronaidehyde), C(C)(=O)O (acetic acid). Solvent: CN1CCN(C1=O)C.CO (DMEU methanol). Yields the product ClC=1C=C(C=CC1)NC1=C2C(=NC=N1)NN=C2NCCCCCC (4-(3-chloro-phenyl-amino)-3-(n-hexyl-amino)-1H-pyrazolo[3,4-d]pyrimidine). As a reaction SMILES: [NH2:1][C:2]1[C:10]2[C:5](=[N:6][CH:7]=[N:8][C:9]=2[NH:11][C:12]2[CH:17]=[CH:16][CH:15]=[C:14]([Cl:18])[CH:13]=2)[NH:4][N:3]=1.[CH3:19][CH2:20][CH2:21][CH2:22][CH2:23][CH:24]=O.C(O)(=O)C.[BH3-]C#N.[Na+]>CN1C(=O)N(C)CC1.CO>[Cl:18][C:14]1[CH:13]=[C:12]([NH:11][C:9]2[N:8]=[CH:7][N:6]=[C:5]3[NH:4][N:3]=[C:2]([NH:1][CH2:19][CH2:20][CH2:21][CH2:22][CH2:23][CH3:24])[C:10]=23)[CH:17]=[CH:16][CH:15]=1 |f:3.4,5.6|. Procedure: Analogously to Example 34, 261 mg (1.00 mmol) of 3-amino-4-(3-chlorophenylamino)-1H-pyrazolo[3,4-d]pyrimidine (see Step 1.6), 150 mg (1.5 mmol) of capronaidehyde and 180 mg of acetic acid are stirred in 39 ml of DMEU/methanol (1:2) and then reacted with 440 mg (7 mmol) of NaCNBH3. Stirring in DIPE yields 4-(3-chloro-phenyl-amino)-3-(n-hexyl-amino)-1H-pyrazolo[3,4-d]pyrimidine; HPLC: tRet(grad20-100)=9.9; FAB-MS: (M+H)+=345.